This data is from the Open Reaction Database (ORD), a public repository of structured organic reaction records. The task is: describe an organic reaction: reactants, conditions, products, and yield The reactants are Grignard reagent, solution, BrCCCCC=C (6-bromo-1-hexene), [Mg] (magnesium), [Mg] (magnesium), Tetraids(triphenylphosphine)palladium (0), BrC1=CC=C(C=C1)F (4-bromofluorobenzene). The reagents and catalysts are [Cl-].[Cl-].[Zn+2] (ZnCl2). Run in CCOCC (ether), O1CCCC1 (tetrahydrofuran). Product: FC1=CC=C(C=C1)CCCCC (5-(4-fluorophenyl)pentane). Reaction SMILES: Br[CH2:2][CH2:3][CH2:4][CH2:5][CH:6]=C.[Mg].Br[C:10]1[CH:15]=[CH:14][C:13]([F:16])=[CH:12][CH:11]=1>O1CCCC1.CCOCC.[Cl-].[Cl-].[Zn+2]>[F:16][C:13]1[CH:14]=[CH:15][C:10]([CH2:2][CH2:3][CH2:4][CH2:5][CH3:6])=[CH:11][CH:12]=1 |f:5.6.7|. Procedure: A suspension of 6-bromo-1-hexene (10 g), magnesium (1 .5g), and lodoethane (1 drop) in anhydrous tetrahydrofuran was heated at reflux until all of the magnesium dissolved. The resulting Grignard reagent was cooled to about 0° C. and was treated with a 1M solution of ZnCl2 in ether (67 ml), and the mixture was allowed to warm to room temperature over 30 minutes. Tetraids(triphenylphosphine)palladium (0) (3.5 g) and 4-bromofluorobenzene (6.73 ml) were added to the reaction and the mixture was heat... Starting materials: BrC1=C(C2=C(N1)C=C(S2)C(=O)OC)C2CCCCC2 (methyl 5-bromo-6-cyclohexyl-4H-thieno[3,2-b]pyrrole-2-carboxylate), CC1(OB(OC1(C)C)C1=C(C=CC=C1)N)C (2-(4,4,5,5-tetramethyl-1,3,2-dioxaborolan-2-yl)phenylamine), C(O)([O-])=O.[Na+] (sodium hydrogen carbonate), C(C)(=O)OCC (ethyl acetate). Reagents/catalysts: C=1C=CC(=CC1)[P](C=2C=CC=CC2)(C=3C=CC=CC3)[Pd]([P](C=4C=CC=CC4)(C=5C=CC=CC5)C=6C=CC=CC6)([P](C=7C=CC=CC7)(C=8C=CC=CC8)C=9C=CC=CC9)[P](C=1C=CC=CC1)(C=1C=CC=CC1)C=1C=CC=CC1 (tetrakis(triphenylphosphine)palladium). Solvent: O (water), COCCOC (ethylene glycol dimethyl ether). Yields the product crude product, NC1=C(C=CC=C1)C1=C(C2=C(N1)C=C(S2)C(=O)OC)C2CCCCC2 (methyl 5-(2-aminophenyl)-6-cyclohexyl-4H-thieno[3,2-b]pyrrole-2-carboxylate). As a reaction SMILES: Br[C:2]1[NH:6][C:5]2[CH:7]=[C:8]([C:10]([O:12][CH3:13])=[O:11])[S:9][C:4]=2[C:3]=1[CH:14]1[CH2:19][CH2:18][CH2:17][CH2:16][CH2:15]1.CC1(C)C(C)(C)OB([C:28]2[CH:33]=[CH:32][CH:31]=[CH:30][C:29]=2[NH2:34])O1.C(=O)([O-])O.[Na+].C(OCC)(=O)C>O.COCCOC.C1C=CC([P]([Pd]([P](C2C=CC=CC=2)(C2C=CC=CC=2)C2C=CC=CC=2)([P](C2C=CC=CC=2)(C2C=CC=CC=2)C2C=CC=CC=2)[P](C2C=CC=CC=2)(C2C=CC=CC=2)C2C=CC=CC=2)(C2C=CC=CC=2)C2C=CC=CC=2)=CC=1>[NH2:34][C:29]1[CH:30]=[CH:31][CH:32]=[CH:33][C:28]=1[C:2]1[NH:6][C:5]2[CH:7]=[C:8]([C:10]([O:12][CH3:13])=[O:11])[S:9][C:4]=2[C:3]=1[CH:14]1[CH2:19][CH2:18][CH2:17][CH2:16][CH2:15]1 |f:2.3,^1:57,59,78,97|. Procedure details: A solution of methyl 5-bromo-6-cyclohexyl-4H-thieno[3,2-b]pyrrole-2-carboxylate (7 g, 20 mmol), 2-(4,4,5,5-tetramethyl-1,3,2-dioxaborolan-2-yl)phenylamine (4.8 g, 22 mmol), sodium hydrogen carbonate (6.7 g, 80 mmol) and tetrakis(triphenylphosphine)palladium (230 mg, 0.2 mmol) in water (20 ml) and ethylene glycol dimethyl ether (50 ml) was stirred with heating under reflux for 4 hr. The reaction mixture was cooled to room temperature and ethyl acetate (200 ml) was added. The mixture was washed su... The reactants are C(C=O)(=O)O (glyoxylic acid), C(C1=CC=C(C=C1)OC)N(C)CC1=CC=C(C=C1)OC (di-(p-anisyl)-methylamine), C1(=CC=CC=C1)C=CB(O)O (2-phenylethenyl boronic acid). The solvent is C1(=CC=CC=C1)C (toluene). Run at time 1 minute. Yields the product NC(C(=O)O)\C=C\C1=CC=CC=C1 ((E)-2-amino-4-phenyl-3-butenoic acid). Yield: 202.2%. RXN SMILES: [C:1]([OH:5])(=[O:4])[CH:2]=O.C([N:15](CC1C=CC(OC)=CC=1)C)C1C=CC(OC)=CC=1.[C:26]1([CH:32]=[CH:33]B(O)O)[CH:31]=[CH:30][CH:29]=[CH:28][CH:27]=1>C1(C)C=CC=CC=1>[NH2:15][CH:2](/[CH:33]=[CH:32]/[C:26]1[CH:31]=[CH:30][CH:29]=[CH:28][CH:27]=1)[C:1]([OH:5])=[O:4]. Procedure: To a stirred solution of glyoxylic acid (110 mg, 1.2 mmol) in toluene (12 mL) was added di-(p-anisyl)-methylamine (291 mg, 1.2 mmol) in one portion. After 1 min, 2-phenylethenyl boronic acid (177 mg, 1.2 mmol) was added and the reaction mixture was stirred vigorously for 12 hours. The precipitated product was isolated by filtration, washed with dichloromethane (15 mL), toluene (10 mL) and dried under vacuum to give the expected product (430 mg, 89% yield). 1H-NMR (360 MHz, CD3OH) d 6.8-7.5 (m, 1... Reactants: O=C(Cl)C(=O)Cl, [K], c1ccccc1, O=C(O)c1ccc2c(c1)sc1ccccc12. Yields the product O=C(Cl)c1ccc2c(c1)sc1ccccc12. RXN SMILES: [Cl:18][C:19]([C:20]([Cl:21])=[O:22])=[O:23].[K:1].[cH:24]1[cH:25][cH:26][cH:27][cH:28][cH:29]1.[cH:2]1[cH:3][c:4]([C:15](=[O:16])[OH:17])[cH:5][c:6]2[s:7][c:8]3[c:9]([c:10]12)[cH:11][cH:12][cH:13][cH:14]3>>[cH:2]1[cH:3][c:4]([C:15](=[O:17])[Cl:18])[cH:5][c:6]2[s:7][c:8]3[c:9]([c:10]12)[cH:11][cH:12][cH:13][cH:14]3. Starting materials: Intermediate I, O1C2=C(OCCC1)C=C(C=C2)CN ((3,4-dihydro-2H-benzo[b][1,4]dioxepin-7-yl)methanamine), BrC=1C=CC=2N(C1)C=C(N2)C(=O)OCC (ethyl 6-bromoimidazo[1,2-a]pyridine-2-carboxylate). The product is BrC=1C=CC=2N(C1)C=C(N2)C(=O)NCC2=CC1=C(OCCCO1)C=C2 (6-Bromo-N-((3,4-dihydro-2H-benzo[b][1,4]dioxepin-7-yl)methyl)imidazo[1,2-a]pyridine-2-carboxamide). Reaction SMILES: [O:1]1[CH2:7][CH2:6][CH2:5][O:4][C:3]2[CH:8]=[C:9]([CH2:12][NH2:13])[CH:10]=[CH:11][C:2]1=2.[Br:14][C:15]1[CH:16]=[CH:17][C:18]2[N:19]([CH:21]=[C:22]([C:24](OCC)=[O:25])[N:23]=2)[CH:20]=1>>[Br:14][C:15]1[CH:16]=[CH:17][C:18]2[N:19]([CH:21]=[C:22]([C:24]([NH:13][CH2:12][C:9]3[CH:10]=[CH:11][C:2]4[O:1][CH2:7][CH2:6][CH2:5][O:4][C:3]=4[CH:8]=3)=[O:25])[N:23]=2)[CH:20]=1. Procedure details: The title compound was prepared by essentially following the same procedures described for Intermediate I, using (3,4-dihydro-2H-benzo[b][1,4]dioxepin-7-yl)methanamine and ethyl 6-bromoimidazo[1,2-a]pyridine-2-carboxylate as starting materials. Reactants: O=C([O-])[O-], O=C([O-])C=CC(=O)[O-], CCCCO, ClC(Cl)Cl, NC(=O)c1ccc(OCCCCl)cc1, Fc1ccc(C(c2ccc(F)cc2)C2CCNCC2)cc1, [I-], [K+], [K+], [K+]. Product: O=C(O)C=CC(=O)O, NC(=O)c1ccc(OCCCN2CCC(C(c3ccc(F)cc3)c3ccc(F)cc3)CC2)cc1. RXN SMILES: [C:36](=[O:37])([O-:38])[O-:39].[C:44]([CH:45]=[CH:46][C:47](=[O:48])[O-:49])(=[O:50])[O-:51].[CH2:52]([OH:53])[CH2:54][CH2:55][CH3:56].[CH:57]([Cl:58])([Cl:59])[Cl:60].[Cl:22][CH2:23][CH2:24][CH2:25][O:26][c:27]1[cH:28][cH:29][c:30]([C:31](=[O:32])[NH2:33])[cH:34][cH:35]1.[F:1][c:2]1[cH:3][cH:4][c:5]([CH:8]([CH:9]2[CH2:10][CH2:11][NH:12][CH2:13][CH2:14]2)[c:15]2[cH:16][cH:17][c:18]([F:21])[cH:19][cH:20]2)[cH:6][cH:7]1.[I-:43].[K+:40].[K+:41].[K+:42]>>[C:44]([CH:45]=[CH:46][C:47](=[O:48])[OH:49])(=[O:50])[OH:51].[F:1][c:2]1[cH:3][cH:4][c:5]([CH:8]([CH:9]2[CH2:10][CH2:11][N:12]([CH2:23][CH2:24][CH2:25][O:26][c:27]3[cH:28][cH:29][c:30]([C:31](=[O:32])[NH2:33])[cH:34][cH:35]3)[CH2:13][CH2:14]2)[c:15]2[cH:16][cH:17][c:18]([F:21])[cH:19][cH:20]2)[cH:6][cH:7]1.